This data is from the Open Reaction Database (ORD), a public repository of structured organic reaction records. The task is: describe an organic reaction: reactants, conditions, products, and yield Reactants: N1=CC(=CC=C1)[C@H]1C[C@H](CCC1)N1C(C=2C(C1=O)=CC=CC2)=O (cis-N-[3-(3-pyridyl)cyclohexyl]phtalimide). Solvent: CCO (EtOH). Run at time 2 hour. The product is N1=CC(=CC=C1)[C@H]1C[C@H](CCC1)N (cis-3-(3-pyridyl)cyclohexylamine). Yield: 36904.2%. As a reaction SMILES: [N:1]1[CH:6]=[CH:5][CH:4]=[C:3]([C@@H:7]2[CH2:12][CH2:11][CH2:10][C@H:9]([N:13]3C(=O)C4=CC=CC=C4C3=O)[CH2:8]2)[CH:2]=1>CCO>[N:1]1[CH:6]=[CH:5][CH:4]=[C:3]([C@@H:7]2[CH2:12][CH2:11][CH2:10][C@H:9]([NH2:13])[CH2:8]2)[CH:2]=1. Procedure: A mixture of cis-N-[3-(3-pyridyl)cyclohexyl]phtalimide (1.64 g, 5.35 mmol) and hydrazinemonohydorate (0.52 mL, 10.7 mmol) in EtOH (25 mL) was stirred at room temperature for 2 h. The reaction mixture was filtered followed by the removal of solvent. The crude product was purified by column chromatography (NH, EtOAc) to yield cis-3-(3-pyridyl)cyclohexylamine (348 g, 37%) as colorless oil. The reactants are [H-].[Na+] (sodium hydride), O=C1CN(CCN1)C(=O)OC(C)(C)C (tert-Butyl 3-oxopiperazine-1-carboxylate), Cl.ClCC=1N(C(SC1)=NC)C (N-(4-chloromethyl-3-methyl-1,3-thiazol-2(3H)-ylidene)-N-methylamine hydrochloride). Solvent: CN(C)C=O (DMF). Yields the product CN1/C(/SC=C1CN1C(CNCC1)=O)=N/C (1-(((2Z)-3-methyl-2-(methylimino)-2,3-dihydro-1,3-thiazol-4-yl)methyl)-2-piperazinone). Isolated yield 94.4%. RXN SMILES: [O:1]=[C:2]1[NH:7][CH2:6][CH2:5][N:4](C(OC(C)(C)C)=O)[CH2:3]1.[H-].[Na+].Cl.Cl[CH2:19][C:20]1[N:21]([CH3:27])[C:22](=[N:25][CH3:26])[S:23][CH:24]=1>CN(C=O)C>[CH3:27][N:21]1[C:20]([CH2:19][N:7]2[CH2:6][CH2:5][NH:4][CH2:3][C:2]2=[O:1])=[CH:24][S:23]/[C:22]/1=[N:25]\[CH3:26] |f:1.2,3.4|. Procedure: tert-Butyl 3-oxopiperazine-1-carboxylate (1.5 g) was dissolved in DMF (50 mL), and sodium hydride (0.3 g) was added thereto. With ice cooling, N-(4-chloromethyl-3-methyl-1,3-thiazol-2(3H)-ylidene)-N-methylamine hydrochloride (1.6 g) was added thereto, and the mixture was mixed at 80° C. for 3 hours. The solvent was distilled off, and the residue was poured into water, then extracted with chloroform, and the extract was dried over anhydrous magnesium sulfate. The solvent was distilled off to give...